Dataset: the Open Reaction Database (ORD), a public repository of structured organic reaction records. Task: describe an organic reaction: reactants, conditions, products, and yield The reactants are CC(=O)O[BH-](OC(C)=O)OC(C)=O, O=C([O-])O, CCOC(=O)C(=Cc1ccc(-n2cnc(C)c2)c(OC)c1)CCCC=O, ClCCl, CCOC(C)=O, CC(=O)O, NCc1cccc(F)c1, [Na+], [Na+], O. The product is CCOC(=O)C(=Cc1ccc(-n2cnc(C)c2)c(OC)c1)CCCCNCc1cccc(F)c1. Reaction SMILES: [C:36]([O:37][BH-:38]([O:39][C:40](=[O:41])[CH3:42])[O:43][C:44](=[O:45])[CH3:46])(=[O:47])[CH3:48].[C:51](=[O:52])([OH:53])[O-:54].[CH2:1]([CH3:2])[O:3][C:4]([C:5]([CH2:6][CH2:7][CH2:8][CH:9]=[O:10])=[CH:11][c:12]1[cH:13][c:14]([O:24][CH3:25])[c:15](-[n:18]2[cH:19][n:20][c:21]([CH3:23])[cH:22]2)[cH:16][cH:17]1)=[O:26].[CH2:66]([Cl:67])[Cl:68].[CH3:56][CH2:57][O:58][C:59](=[O:60])[CH3:61].[CH3:62][C:63](=[O:64])[OH:65].[F:27][c:28]1[cH:29][c:30]([CH2:31][NH2:32])[cH:33][cH:34][cH:35]1.[Na+:49].[Na+:55].[OH2:50]>>[CH2:1]([CH3:2])[O:3][C:4]([C:5]([CH2:6][CH2:7][CH2:8][CH2:9][NH:32][CH2:31][c:30]1[cH:29][c:28]([F:27])[cH:35][cH:34][cH:33]1)=[CH:11][c:12]1[cH:13][c:14]([O:24][CH3:25])[c:15](-[n:18]2[cH:19][n:20][c:21]([CH3:23])[cH:22]2)[cH:16][cH:17]1)=[O:26]. Starting materials: CC(C)C1N(C(=O)OCc2ccccc2)COC1(O)c1ccc(OCc2ccccc2)cc1, Cc1ccccc1, Cl, C1CCOC1, O. The product is CC(C)C(NC(=O)OCc1ccccc1)C(=O)c1ccc(OCc2ccccc2)cc1. RXN SMILES: [CH2:1]([c:2]1[cH:3][cH:4][cH:5][cH:6][cH:7]1)[O:8][c:9]1[cH:10][cH:11][c:12]([C:15]2([OH:18])[CH:16]([CH:30]([CH3:31])[CH3:32])[N:17]([C:20](=[O:21])[O:22][CH2:23][c:24]3[cH:25][cH:26][cH:27][cH:28][cH:29]3)[CH2:33][O:19]2)[cH:13][cH:14]1.[CH3:41][c:42]1[cH:43][cH:44][cH:45][cH:46][cH:47]1.[ClH:35].[O:36]1[CH2:37][CH2:38][CH2:39][CH2:40]1.[OH2:34]>>[CH2:1]([c:2]1[cH:3][cH:4][cH:5][cH:6][cH:7]1)[O:8][c:9]1[cH:10][cH:11][c:12]([C:15]([CH:16]([NH:17][C:20](=[O:21])[O:22][CH2:23][c:24]2[cH:25][cH:26][cH:27][cH:28][cH:29]2)[CH:30]([CH3:31])[CH3:32])=[O:19])[cH:13][cH:14]1. Starting materials: COC1=CC(=C(C=O)C=C1C=1SC=CC1)OCCOCCOCCOC (4-methoxy-2-{2-[2-(2-methoxy-ethoxy)-ethoxy]-ethoxy}-5-thiophen-2-yl-benzaldehyde), C(C)(=O)C1=CC=C(C(=O)O)C=C1 (4-acetylbenzoic acid). Product: COC1=CC(=C(C=C1C=1SC=CC1)/C=C/C(=O)C1=CC=C(C(=O)O)C=C1)OCCOCCOCCOC (4-[3E-(4-Methoxy-2-{2-[2-(2-methoxy-ethoxy)-ethoxy]-ethoxy}-5-thiophen-2-yl-phenyl)-acryloyl]-benzoic acid). Isolated yield 82.0%. RXN SMILES: [CH3:1][O:2][C:3]1[C:10]([C:11]2[S:12][CH:13]=[CH:14][CH:15]=2)=[CH:9][C:6]([CH:7]=O)=[C:5]([O:16][CH2:17][CH2:18][O:19][CH2:20][CH2:21][O:22][CH2:23][CH2:24][O:25][CH3:26])[CH:4]=1.[C:27]([C:30]1[CH:38]=[CH:37][C:33]([C:34]([OH:36])=[O:35])=[CH:32][CH:31]=1)(=[O:29])[CH3:28]>>[CH3:1][O:2][C:3]1[C:10]([C:11]2[S:12][CH:13]=[CH:14][CH:15]=2)=[CH:9][C:6](/[CH:7]=[CH:28]/[C:27]([C:30]2[CH:38]=[CH:37][C:33]([C:34]([OH:36])=[O:35])=[CH:32][CH:31]=2)=[O:29])=[C:5]([O:16][CH2:17][CH2:18][O:19][CH2:20][CH2:21][O:22][CH2:23][CH2:24][O:25][CH3:26])[CH:4]=1. Reported procedure: The title compound was prepared by condensing 4-methoxy-2-{2-[2-(2-methoxy-ethoxy)-ethoxy]-ethoxy}-5-thiophen-2-yl-benzaldehyde (Ex-68B) and 4-acetylbenzoic acid in a similar manner as described in Ex-3. Yellow solid, mp 137–138° C., 82% yield. 1H-NMR (300 MHz, DMSO-d6) δ 8.20–8.23 (m, 3H), 8.09 (d, 2H, J=8.3 Hz), 8.01 (m, 2H), 7.66 (d, 1H, J=3.6 Hz), 7.52 (d, 1H, J=5.1 Hz), 7.13 (dd, 1H, J=5.1, 3.6 Hz), 6.88 (s, 1H), 4.37 (t, 2H, J=3.6 Hz), 4.01 (s, 3H), 3.89 (t, 2H, J=3.6 Hz), 3.64–3.67 (m, 2H... Starting materials: O=C([O-])C(O)C(O)C(=O)[O-], COC(=O)c1ccc(NCc2c(-c3cccc(F)c3)noc2C)nc1, C[Al](C)C, NCC(F)(F)F, [K+], [Na+], C1COCCO1. The product is Cc1onc(-c2cccc(F)c2)c1CNc1ccc(C(=O)NCC(F)(F)F)cn1. RXN SMILES: [C:36]([CH:37]([CH:38]([C:39]([O-:40])=[O:41])[OH:42])[OH:43])([O-:44])=[O:45].[CH3:11][O:12][C:13]([c:14]1[cH:15][n:16][c:17]([NH:20][CH2:21][c:22]2[c:23](-[c:28]3[cH:29][c:30]([F:34])[cH:31][cH:32][cH:33]3)[n:24][o:25][c:26]2[CH3:27])[cH:18][cH:19]1)=[O:35].[CH3:1][Al:2]([CH3:3])[CH3:4].[F:5][C:6]([CH2:7][NH2:8])([F:9])[F:10].[K+:46].[Na+:47].[O:48]1[CH2:49][CH2:50][O:51][CH2:52][CH2:53]1>>[F:5][C:6]([CH2:7][NH:8][C:13](=[O:12])[c:14]1[cH:15][n:16][c:17]([NH:20][CH2:21][c:22]2[c:23](-[c:28]3[cH:29][c:30]([F:34])[cH:31][cH:32][cH:33]3)[n:24][o:25][c:26]2[CH3:27])[cH:18][cH:19]1)([F:9])[F:10]. Starting materials: C(C)OC(=O)C1=CC=C(CN2CCN(CC2)C2=CC(=C3N2C=CC(C=C3)=O)C3=CC=CC=C3)C=C1 (3-[4-(4-ethoxycarbonyl benzyl)-1-piperazinyl]-1-phenyl-7H-pyrrolo[1,2-a]azepin-7-one), [OH-].[K+] (potassium hydroxide), C(C)O (ethyl alcohol), [OH-].[K+] (potassium hydroxide). Solvent: O (water). Reaction conditions: temperature 60 celsius. Product: C(=O)(O)C1=CC=C(CN2CCN(CC2)C2=CC(=C3N2C=CC(C=C3)=O)C3=CC=CC=C3)C=C1 (3-[4-(4-carboxybenzyl)-1-piperazinyl]-1-phenyl-7H-pyrrolo[1,2-a]azepin-7-one). The yield is 53.2%. RXN SMILES: C([O:3][C:4]([C:6]1[CH:35]=[CH:34][C:9]([CH2:10][N:11]2[CH2:16][CH2:15][N:14]([C:17]3[N:21]4[CH:22]=[CH:23][C:24](=[O:27])[CH:25]=[CH:26][C:20]4=[C:19]([C:28]4[CH:33]=[CH:32][CH:31]=[CH:30][CH:29]=4)[CH:18]=3)[CH2:13][CH2:12]2)=[CH:8][CH:7]=1)=[O:5])C.C(O)C.[OH-].[K+]>O>[C:4]([C:6]1[CH:7]=[CH:8][C:9]([CH2:10][N:11]2[CH2:16][CH2:15][N:14]([C:17]3[N:21]4[CH:22]=[CH:23][C:24](=[O:27])[CH:25]=[CH:26][C:20]4=[C:19]([C:28]4[CH:29]=[CH:30][CH:31]=[CH:32][CH:33]=4)[CH:18]=3)[CH2:13][CH2:12]2)=[CH:34][CH:35]=1)([OH:5])=[O:3] |f:2.3|. Procedure: To a stirred suspension of 3-[4-(4-ethoxycarbonyl benzyl)-1-piperazinyl]-1-phenyl-7H-pyrrolo[1,2-a]azepin-7-one (1.2 g), prepared as described in Example 20, and ethyl alcohol (30 cc) under an atmosphere of nitrogen, a solution of potassium hydroxide (0.2 g) in distilled water (3 cc) is added at a temperature of about 20° C. in the course of 5 minutes. The reaction mixture is then heated to 60° C. for 4 hours. After the solution is cooled, 1N aqueous potassium hydroxide solution (10 cc) is added... Reactants: O=C([O-])[O-], COC(=O)c1cc(N)ccc1O, ClCCN1CCCC1, Cl, [Cs+], [Cs+], CN(C)C=O, O. Yields the product COC(=O)c1cc(N)ccc1OCCN1CCCC1. RXN SMILES: [C:22](=[O:23])([O-:24])[O-:25].[CH3:1][O:2][C:3]([c:4]1[c:5]([OH:11])[cH:6][cH:7][c:8]([NH2:10])[cH:9]1)=[O:12].[Cl:14][CH2:15][CH2:16][N:17]1[CH2:18][CH2:19][CH2:20][CH2:21]1.[ClH:13].[Cs+:26].[Cs+:27].[O:29]=[CH:30][N:31]([CH3:32])[CH3:33].[OH2:28]>>[CH3:1][O:2][C:3]([c:4]1[c:5]([O:11][CH2:15][CH2:16][N:17]2[CH2:18][CH2:19][CH2:20][CH2:21]2)[cH:6][cH:7][c:8]([NH2:10])[cH:9]1)=[O:12]. Starting materials: CC(C)C1=CC(=C(C(=C1)C(C)C)C2=C(C=CC=C2)P(C3CCCCC3)C4CCCCC4)C(C)C (XPhos), ClC1=C(C(=NC2=CC(=CC=C12)F)N1C(CCC1)=O)C (1-(4-chloro-7-fluoro-3-methylquinolin-2-yl)pyrrolidin-2-one), NC=1C=C(C=C(C1)N1CCOCC1)NC(C)=O (N-(3-amino-5-morpholinophenyl)-acetamide), C([O-])([O-])=O.[K+].[K+] (potassium carbonate). Reagents/catalysts: C(C)(=O)[O-].[Pd+2].C(C)(=O)[O-] (palladium (II) acetate). Run in C(C)(C)(C)O (tert-butanol). The product is FC1=CC=C2C(=C(C(=NC2=C1)N1C(CCC1)=O)C)NC=1C=C(C=C(C1)N1CCOCC1)NC(C)=O (N-(3-((7-fluoro-3-methyl-2-(2-oxo-1-pyrrolidinyl)-4-quinolinyl)amino)-5-(4-morpholinyl)phenyl)acetamide). As a reaction SMILES: CC(C1C=C(C(C)C)C(C2C=CC=CC=2P(C2CCCCC2)C2CCCCC2)=C(C(C)C)C=1)C.Cl[C:36]1[C:45]2[C:40](=[CH:41][C:42]([F:46])=[CH:43][CH:44]=2)[N:39]=[C:38]([N:47]2[CH2:51][CH2:50][CH2:49][C:48]2=[O:52])[C:37]=1[CH3:53].[NH2:54][C:55]1[CH:56]=[C:57]([NH:67][C:68](=[O:70])[CH3:69])[CH:58]=[C:59]([N:61]2[CH2:66][CH2:65][O:64][CH2:63][CH2:62]2)[CH:60]=1.C(=O)([O-])[O-].[K+].[K+]>C([O-])(=O)C.[Pd+2].C([O-])(=O)C.C(O)(C)(C)C>[F:46][C:42]1[CH:41]=[C:40]2[C:45]([C:36]([NH:54][C:55]3[CH:56]=[C:57]([NH:67][C:68](=[O:70])[CH3:69])[CH:58]=[C:59]([N:61]4[CH2:66][CH2:65][O:64][CH2:63][CH2:62]4)[CH:60]=3)=[C:37]([CH3:53])[C:38]([N:47]3[CH2:51][CH2:50][CH2:49][C:48]3=[O:52])=[N:39]2)=[CH:44][CH:43]=1 |f:3.4.5,6.7.8|. Reported procedure: Prepared according to Procedure X by stirring palladium (II) acetate (0.3 mg, 1.417 μmol), XPhos (2.0 mg, 4.25 μmol), 1-(4-chloro-7-fluoro-3-methylquinolin-2-yl)pyrrolidin-2-one (0.020 g, 0.071 mmol), N-(3-amino-5-morpholinophenyl)-acetamide (0.020 g, 0.085 mmol), potassium carbonate (0.024 g, 0.177 mmol), and tert-butanol (0.5 mL) at 110° C. for 30 minutes. Purification by reverse-phase HPLC (0-70% acetonitrile in water) afforded N-(3-((7-fluoro-3-methyl-2-(2-oxo-1-pyrrolidinyl)-4-quinolinyl)am... Starting materials: 6-acetylchrysenes, C1=CC=CC=2C3=CC=C4C=CC=CC4=C3C=CC12 (chrysene), [Al+3].[Cl-].[Cl-].[Cl-].CC(=O)Cl.C1(=CC=CC=C1)[N+](=O)[O-] (AlCl3 CH3COCl PhNO2). Solvent: C(Cl)Cl (CH2Cl2). Yields the product C(C)(=O)C=1C=C2C=3C=CC=CC3C=CC2=C2C=CC=CC12 (6-acetylchrysene), C(C)(=O)C=1C=CC=2C=CC3=C4C=CC=CC4=CC=C3C2C1 (3-acetylchrysene). RXN SMILES: [CH:1]1[C:18]2[CH:17]=[CH:16][C:15]3[C:6](=[CH:7][CH:8]=[C:9]4[C:14]=3[CH:13]=[CH:12][CH:11]=[CH:10]4)[C:5]=2[CH:4]=[CH:3][CH:2]=1.[Al+3].[Cl-].[Cl-].[Cl-].[CH3:23][C:24](Cl)=[O:25].C1([N+]([O-])=O)C=CC=CC=1>C(Cl)Cl>[C:24]([C:8]1[CH:7]=[C:6]2[C:15](=[C:14]3[C:9]=1[CH:10]=[CH:11][CH:12]=[CH:13]3)[CH:16]=[CH:17][C:18]1[CH:1]=[CH:2][CH:3]=[CH:4][C:5]2=1)(=[O:25])[CH3:23].[C:24]([C:12]1[CH:11]=[CH:10][C:9]2[CH:8]=[CH:7][C:6]3[C:15]([C:14]=2[CH:13]=1)=[CH:16][CH:17]=[C:18]1[C:5]=3[CH:4]=[CH:3][CH:2]=[CH:1]1)(=[O:25])[CH3:23] |f:1.2.3.4.5.6|. Procedure: Friedel-Crafts reaction of chrysene with AlCl3 /CH3COCl/PhNO2 gave a mixture of 2-, 3-, and 6-acetylchrysenes (285 g, Cambridge Chemical, Inc.). This was stirred and heated in CH2Cl2 (400 mL) and then filtered. The insoluble material, 2-acetylchrysene, was washed copiously with CH2Cl2. The solvent was removed from the filtrate. The resulting solid was dissolved in PhCH3, then the mixture containing the remaining two isomers chromatographed using PhCH3 as eluting solvent on a plug of SiO2 (1 kg).... Reactants: C(C)OC(=O)C1(C(C1)C=C)NC(=O)C1C(CC(C1)OC1=NC(=NC(=C1)C1=CC=CC=C1)C1=CC=CC=C1)C(N(C)CCCCC=C)=O (1-{[4-(2,6-Diphenyl-pyrimidin-4-yloxy)-2-(hex-5-enyl-methyl-carbamoyl)-cyclopentanecarbonyl]-amino}-2-vinyl-cyclopropanecarboxylic acid ethyl ester). Reagents/catalysts: CC1=CC(=C(C(=C1)C)N2CCN(C2=[Ru](=CC3=C(C=CC=C3)OC(C)C)(Cl)Cl)C4=C(C=C(C=C4C)C)C)C (Hoveyda Grubbs 2nd generation). The solvent is ClCCCl (DCE). Product: C(C)OC(=O)C12NC(C3CC(CC3C(N(CCCCC=CC2C1)C)=O)OC1=NC(=NC(=C1)C1=CC=CC=C1)C1=CC=CC=C1)=O (17-(2,6-Diphenyl-pyrimidin-4-yloxy)-13-methyl-2,14-dioxo-3,13-diaza-tricyclo[13.3.0.0*4,6*]octadec-7-ene-4-carboxylic acid ethyl ester). Yield: 76.1%. Reaction SMILES: [CH2:1]([O:3][C:4]([C:6]1([NH:11][C:12]([CH:14]2[CH2:18][CH:17]([O:19][C:20]3[CH:25]=[C:24]([C:26]4[CH:31]=[CH:30][CH:29]=[CH:28][CH:27]=4)[N:23]=[C:22]([C:32]4[CH:37]=[CH:36][CH:35]=[CH:34][CH:33]=4)[N:21]=3)[CH2:16][CH:15]2[C:38](=[O:47])[N:39]([CH2:41][CH2:42][CH2:43][CH2:44]C=C)[CH3:40])=[O:13])[CH2:8][CH:7]1[CH:9]=[CH2:10])=[O:5])[CH3:2]>CC1C=C(C)C(N2C(=[Ru](Cl)(Cl)=CC3C=CC=CC=3OC(C)C)N(C3C(C)=CC(C)=CC=3C)CC2)=C(C)C=1.ClCCCl>[CH2:1]([O:3][C:4]([C:6]12[CH2:8][CH:7]1[CH:9]=[CH:10][CH2:44][CH2:43][CH2:42][CH2:41][N:39]([CH3:40])[C:38](=[O:47])[CH:15]1[CH:14]([CH2:18][CH:17]([O:19][C:20]3[CH:25]=[C:24]([C:26]4[CH:31]=[CH:30][CH:29]=[CH:28][CH:27]=4)[N:23]=[C:22]([C:32]4[CH:33]=[CH:34][CH:35]=[CH:36][CH:37]=4)[N:21]=3)[CH2:16]1)[C:12](=[O:13])[NH:11]2)=[O:5])[CH3:2]. Reported procedure: The diolefin 17d (0.95 g, 1.49 mmol) was reacted with Hoveyda Grubbs 2nd generation catalyst (135 mg) in DCE (900 ml) according to the procedure described in Example 13 step d, which gave the title compound, (0.69 g, 76%), (M+H)+609. The reactants are CCOC(C)=O, CS(=O)(=O)c1ccc2cc([N+](=O)[O-])cnc2c1. The product is CS(=O)(=O)c1ccc2cc(N)cnc2c1. RXN SMILES: [CH3:18][CH2:19][O:20][C:21]([CH3:22])=[O:23].[CH3:1][S:2](=[O:3])(=[O:4])[c:5]1[cH:6][cH:7][c:8]2[cH:9][c:10]([N+:15]([O-:16])=[O:17])[cH:11][n:12][c:13]2[cH:14]1>>[CH3:1][S:2](=[O:3])(=[O:4])[c:5]1[cH:6][cH:7][c:8]2[cH:9][c:10]([NH2:15])[cH:11][n:12][c:13]2[cH:14]1.